From a dataset of the Open Reaction Database (ORD), a public repository of structured organic reaction records. describe an organic reaction: reactants, conditions, products, and yield Starting materials: C[C@]12CC[C@@H]3C=4C=CC(=CC4CC[C@H]3[C@@H]1CCC2=O)O (estrone), C([O-])([O-])=O.[K+].[K+] (potassium carbonate), BrCC(=O)OCC (ethyl bromoacetate). The solvent is CC(=O)C (acetone). Reaction conditions: time 8 hour. The product is C[C@@]12C(CC[C@H]1[C@@H]1CCC=3C=C(C=CC3[C@H]1CC2)OCC(=O)O)=O (estra-1,3,5(10)-trien-17-one-3-oxyacetic acid). Isolated yield 37.5%. As a reaction SMILES: [CH3:1][C@@:2]12[C:18](=[O:19])[CH2:17][CH2:16][C@H:15]1[C@H:14]1[C@@H:5]([C:6]3[CH:7]=[CH:8][C:9]([OH:20])=[CH:10][C:11]=3[CH2:12][CH2:13]1)[CH2:4][CH2:3]2.C(=O)([O-])[O-].[K+].[K+].Br[CH2:28][C:29]([O:31]CC)=[O:30]>CC(C)=O>[CH3:1][C@:2]12[CH2:3][CH2:4][C@H:5]3[C@@H:14]([CH2:13][CH2:12][C:11]4[CH:10]=[C:9]([O:20][CH2:28][C:29]([OH:31])=[O:30])[CH:8]=[CH:7][C:6]=43)[C@@H:15]1[CH2:16][CH2:17][C:18]2=[O:19] |f:1.2.3|. Procedure details: The mixture of estrone (540 mg, 2.0 mmol), potassium carbonate (910 mg, 6.6 mmol), ethyl bromoacetate (500 mg, 3.0 mmol), and acetone (25 ml) was refluxed for 6 h. After cooling, the mixture was filtered to remove potassium carbonate. The filtrate was concentrated under reduced pressure. To this residue, 10 ml dioxane and 14 ml 5% sodium hydroxide solution were added. After the mixture was stirred at room temperature overnight, it was acidified with concentrated hydrochloric acid to pH 2, and th... Reactants: ClC1=NC(=NC(=C1C#CC1=CC=C(C=C1)C(F)(F)F)C)C (4-chloro-2,6-dimethyl-5-{[4-(trifluoromethyl)phenyl]ethynyl}pyrimidine), N (ammonia). Solvent: C(C)O (ethanol). Product: NC1=NC(=NC(=C1C#CC1=CC=C(C=C1)C(F)(F)F)C)C (4-Amino-2,6-dimethyl-5-{[4-(trifluoromethyl)phenyl]ethynyl}pyrimidine). Reaction SMILES: Cl[C:2]1[C:7]([C:8]#[C:9][C:10]2[CH:15]=[CH:14][C:13]([C:16]([F:19])([F:18])[F:17])=[CH:12][CH:11]=2)=[C:6]([CH3:20])[N:5]=[C:4]([CH3:21])[N:3]=1.[NH3:22]>C(O)C>[NH2:22][C:2]1[C:7]([C:8]#[C:9][C:10]2[CH:15]=[CH:14][C:13]([C:16]([F:19])([F:18])[F:17])=[CH:12][CH:11]=2)=[C:6]([CH3:20])[N:5]=[C:4]([CH3:21])[N:3]=1. Procedure: A mixture of 4-chloro-2,6-dimethyl-5-{[4-(trifluoromethyl)phenyl]ethynyl}pyrimidine and ethanol was saturated with ammonia gas and reacted under heating in a shield tube to obtain a target substance. The target substance was subjected to e.g., proton nuclear magnetic resonance spectrometry (1H-NMR) and mass spectrometry (MS) and confirmed as the titled compound. Furthermore, MS measurement result is shown. Yields the product C(C)N(CCOC1=CC=C(C=C1)C1OC2=CC=C(C=C2C(=C1C1=CC(=CC=C1)O)C)O)CCCF (2-(4-(2-(Ethyl(3-fluoropropyl)amino)ethoxy)phenyl)-3-(3-hydroxyphenyl)-4-methyl-2H-chromen-6-ol). Reported procedure: The title compound was synthesized as described in general procedures F, I and J (z=1) using Intermediate 3 and 2-(ethylamino)ethanol in general procedure F, and 1-fluoro-3-iodopropane in general procedure I. 1H NMR (400 MHz, DMSO-d6): δ 9.43 (s, 1H), 8.94 (s, 1H), 7.19 (d, 2H), 7.13 (t, 1H), 6.78 (d, 2H), 6.76-6.72 (m, 1H), 6.68 (d, 1H), 6.67-6.62 (m, 1H), 6.62-6.60 (m, 1H), 6.48 (s, 2H), 5.84 (s, 1H), 4.50 (t, 1H), 4.39 (t, 1H), 3.91 (t, 2H), 2.72 (t, 2H), 2.58-2.45 (m, 4H), 2.03 (s, 3H), 1.80... Reaction SMILES: I[C:2]1[CH:7]=[CH:6][C:5]([CH:8]2[C:17]([C:18]3[CH:23]=[CH:22][CH:21]=[C:20]([O:24]C4CCCCO4)[CH:19]=3)=[C:16]([CH3:31])[C:15]3[C:10](=[CH:11][CH:12]=[C:13]([O:32]C4CCCCO4)[CH:14]=3)[O:9]2)=[CH:4][CH:3]=1.[CH2:39]([NH:41][CH2:42][CH2:43][OH:44])[CH3:40].[F:45][CH2:46][CH2:47][CH2:48]I>>[CH2:39]([N:41]([CH2:48][CH2:47][CH2:46][F:45])[CH2:42][CH2:43][O:44][C:2]1[CH:7]=[CH:6][C:5]([CH:8]2[C:17]([C:18]3[CH:23]=[CH:22][CH:21]=[C:20]([OH:24])[CH:19]=3)=[C:16]([CH3:31])[C:15]3[C:10](=[CH:11][CH:12]=[C:13]([OH:32])[CH:14]=3)[O:9]2)=[CH:4][CH:3]=1)[CH3:40]. The reactants are IC1=CC=C(C=C1)C1OC2=CC=C(C=C2C(=C1C1=CC(=CC=C1)OC1OCCCC1)C)OC1OCCCC1 (2-(4-iodophenyl)-4-methyl-6-((tetrahydro-2H-pyran-2-yl)oxy)-3-(3-((tetrahydro-2H-pyran-2-yl)oxy)phenyl)-2H-chromene), C(C)NCCO (2-(ethylamino)ethanol), FCCCI (1-fluoro-3-iodopropane). Reactants: O=C(c1ccccc1)N1C(=O)N(CCCCBr)C2CCCCC21, O=C([O-])[O-], CN(C)C=O, [K+], [K+], c1ccc2c(N3CCNCC3)nsc2c1. Yields the product O=C(c1ccccc1)N1C(=O)N(CCCCN2CCN(c3nsc4ccccc34)CC2)C2CCCCC21. Reaction SMILES: [C:16]([c:17]1[cH:18][cH:19][cH:20][cH:21][cH:22]1)(=[O:23])[N:24]1[C:25](=[O:38])[N:26]([CH2:33][CH2:34][CH2:35][CH2:36][Br:37])[CH:27]2[CH:28]1[CH2:29][CH2:30][CH2:31][CH2:32]2.[C:39](=[O:40])([O-:41])[O-:42].[CH3:45][N:46]([CH3:47])[CH:48]=[O:49].[K+:43].[K+:44].[N:1]1([c:7]2[n:8][s:9][c:10]3[c:11]2[cH:12][cH:13][cH:14][cH:15]3)[CH2:2][CH2:3][NH:4][CH2:5][CH2:6]1>>[N:1]1([c:7]2[n:8][s:9][c:10]3[c:11]2[cH:12][cH:13][cH:14][cH:15]3)[CH2:2][CH2:3][N:4]([CH2:36][CH2:35][CH2:34][CH2:33][N:26]2[C:25](=[O:38])[N:24]([C:16]([c:17]3[cH:18][cH:19][cH:20][cH:21][cH:22]3)=[O:23])[CH:28]3[CH:27]2[CH2:32][CH2:31][CH2:30][CH2:29]3)[CH2:5][CH2:6]1. The reactants are CC=1C=C(C=CC1C(F)(F)F)[C@@H]1N(CC[C@H](C1)C1=CC(NO1)=O)C(=O)OC (Trans-methyl 2-(3-methyl-4-(trifluoromethyl)phenyl)-4-(3-oxo-2,3-dihydroisoxazol-5-yl)piperidine-1-carboxylate), Br (HBr). Conditions: time 8 hour. The product is CC=1C=C(C=CC1C(F)(F)F)[C@@H]1NCC[C@H](C1)C1=CC(NO1)=O (5-(trans-2-(3-methyl-4-(trifluoromethyl)phenyl)piperidin-4-yl)isoxazol-3(2H)-one). Isolated yield 63.8%. As a reaction SMILES: [CH3:1][C:2]1[CH:3]=[C:4]([C@H:12]2[CH2:17][C@H:16]([C:18]3[O:22][NH:21][C:20](=[O:23])[CH:19]=3)[CH2:15][CH2:14][N:13]2C(OC)=O)[CH:5]=[CH:6][C:7]=1[C:8]([F:11])([F:10])[F:9].Br>>[CH3:1][C:2]1[CH:3]=[C:4]([C@H:12]2[CH2:17][C@H:16]([C:18]3[O:22][NH:21][C:20](=[O:23])[CH:19]=3)[CH2:15][CH2:14][NH:13]2)[CH:5]=[CH:6][C:7]=1[C:8]([F:9])([F:10])[F:11]. Procedure: Trans-methyl 2-(3-methyl-4-(trifluoromethyl)phenyl)-4-(3-oxo-2,3-dihydroisoxazol-5-yl)piperidine-1-carboxylate (0.139 g, 0.36 mmol) was dissolved in HBr (33% in acetic acid, 5.60 g, 22.84 mmol) and the mixture was stirred at room temperature overnight. The solvent was evaporated and the residue purified by preparative HPLC (Instrument: FractionLynx II, Mobilphase: gradient 5-95% MeCN in 0.2% NH3, pH 10, Column: Xbridge Prep C18 5 μm OBD 19*150 mm) to yield 5-(trans-2-(3-methyl-4-(trifluoromethyl... Reactants: O=C([O-])[O-], Cc1ccnc(N)c1C, [K+], [K+], O=C1OC(=O)c2ccccc21, COC1C=C(C)C(=O)CC(C)(C)C1O, c1ccncc1. The product is COC1C=C(C)C(=O)CC(C)(C)C1OC(=O)c1ccccc1C(=O)O. Reaction SMILES: [C:35](=[O:36])([O-:37])[O-:38].[CH3:26][c:27]1[cH:28][cH:29][n:30][c:31]([NH2:32])[c:33]1[CH3:34].[K+:39].[K+:40].[O:15]=[C:16]1[O:17][C:18](=[O:19])[c:20]2[cH:21][cH:22][cH:23][cH:24][c:25]21.[OH:1][CH:2]1[CH:3]([O:13][CH3:14])[CH:4]=[C:5]([CH3:12])[C:6](=[O:11])[CH2:7][C:8]1([CH3:9])[CH3:10].[cH:41]1[cH:42][cH:43][n:44][cH:45][cH:46]1>>[O:1]([CH:2]1[CH:3]([O:13][CH3:14])[CH:4]=[C:5]([CH3:12])[C:6](=[O:11])[CH2:7][C:8]1([CH3:9])[CH3:10])[C:18](=[O:19])[c:20]1[cH:21][cH:22][cH:23][cH:24][c:25]1[C:16](=[O:15])[OH:17]. Reagents/catalysts: C(C)(=O)[O-].[Pd+2].C(C)(=O)[O-] (palladium acetate), C1=CC=C(C=C1)P(C2=CC=CC=C2)C3=C(C4=CC=CC=C4C=C3)C5=C(C=CC6=CC=CC=C65)P(C7=CC=CC=C7)C8=CC=CC=C8 ((R)-(+)-2,2′-bis(diphenylphosphino)-1,1′-binaphthyl). Solvent: C(C)(=O)OCC (ethyl acetate), O1CCOCC1 (1,4-dioxane). The product is C1(=CC=CC=C1)C(C1=CC=CC=C1)=NC1=CC(=CN=N1)C=1C=C(C(=O)OC)C=CC1 (methyl 3-{6-[(diphenylmethylene)amino]pyridazin-4-yl}benzoate). As a reaction SMILES: Cl[C:2]1[N:7]=[N:6][CH:5]=[C:4]([C:8]2[CH:9]=[C:10]([CH:15]=[CH:16][CH:17]=2)[C:11]([O:13][CH3:14])=[O:12])[CH:3]=1.[C:18](=[NH:31])([C:25]1[CH:30]=[CH:29][CH:28]=[CH:27][CH:26]=1)[C:19]1[CH:24]=[CH:23][CH:22]=[CH:21][CH:20]=1.C(=O)([O-])[O-].[Cs+].[Cs+]>O1CCOCC1.C(OCC)(=O)C.C([O-])(=O)C.[Pd+2].C([O-])(=O)C.C1C=CC(P(C2C=CC3C(=CC=CC=3)C=2C2C3C(=CC=CC=3)C=CC=2P(C2C=CC=CC=2)C2C=CC=CC=2)C2C=CC=CC=2)=CC=1>[C:19]1([C:18](=[N:31][C:2]2[N:7]=[N:6][CH:5]=[C:4]([C:8]3[CH:9]=[C:10]([CH:15]=[CH:16][CH:17]=3)[C:11]([O:13][CH3:14])=[O:12])[CH:3]=2)[C:25]2[CH:26]=[CH:27][CH:28]=[CH:29][CH:30]=2)[CH:24]=[CH:23][CH:22]=[CH:21][CH:20]=1 |f:2.3.4,7.8.9|. Reactants: ClC1=CC(=CN=N1)C=1C=C(C(=O)OC)C=CC1 (methyl 3-(6-chloropyridazin-4-yl)benzoate), C(C1=CC=CC=C1)(C1=CC=CC=C1)=N (benzophenone imine), C([O-])([O-])=O.[Cs+].[Cs+] (cesium carbonate). Reaction conditions: temperature 110 celsius, time 8 hour. Yield: 69.6%. Reported procedure: A mixture of methyl 3-(6-chloropyridazin-4-yl)benzoate (0.21 g, 0.84 mmol), benzophenone imine (260 μL, 1.5 mmol), (R)-(+)-2,2′-bis(diphenylphosphino)-1,1′-binaphthyl (26 mg, 0.042 mmol), cesium carbonate (0.55 g, 1.7 mmol) and palladium acetate (9.5 mg, 0.042 mmol) in 1,4-dioxane (3 mL) was vacuum and refilled with nitrogen for 3 times. The reaction was stirred at 110° C. overnight. After cooling it was diluted with ethyl acetate. The organic solution was washed with water and brine, dried over...